describe an organic reaction: reactants, conditions, products, and yield From a dataset of the Open Reaction Database (ORD), a public repository of structured organic reaction records. Starting materials: COC(C(CC(OC)OC)(C)C1=CC(=C(C=C1)Cl)Cl)=O (2-(3,4-dichloro-phenyl)-4,4-dimethoxy-2-methyl-butyric acid methyl ester), Cl (HCl). Run in C1CCOC1 (THF), O (water). Run at time 20 hour. Yields the product COC(C(CC=O)(C)C1=CC(=C(C=C1)Cl)Cl)=O (2-(3,4-Dichloro-phenyl)-2-methyl-4-oxo-butyric acid methyl ester). Yield: 57.4%. RXN SMILES: [CH3:1][O:2][C:3](=[O:20])[C:4]([C:12]1[CH:17]=[CH:16][C:15]([Cl:18])=[C:14]([Cl:19])[CH:13]=1)([CH3:11])[CH2:5][CH:6](OC)[O:7]C.Cl>C1COCC1.O>[CH3:1][O:2][C:3](=[O:20])[C:4]([C:12]1[CH:17]=[CH:16][C:15]([Cl:18])=[C:14]([Cl:19])[CH:13]=1)([CH3:11])[CH2:5][CH:6]=[O:7]. Procedure: A mixture of 6 g (19 mmol) 2-(3,4-dichloro-phenyl)-4,4-dimethoxy-2-methyl-butyric acid methyl ester and 28 mL 2N HCl aq. in 60 mL THF and 60 mL water was stirred at room temperature for 20 h. The mixture was extracted with diethyl ether. The combined organic phases were washed with sat. NaCl aq., dried with Na2SO4 and evaporated to dryness. The residue was subjected to column chromatography on silica eluting with a gradient formed from ethyl acetate and hexane. The product containing fractions w... Isolated yield 84.0%. RXN SMILES: Cl[C:2]1[CH:7]=[CH:6][C:5]([S:8]([N:11](C2C=C(Cl)C=CC=2Cl)[C@H:12]([CH3:20])[CH2:13][CH2:14][CH2:15][NH:16][C:17](=[O:19])[CH3:18])(=[O:10])=[O:9])=[CH:4][CH:3]=1.[C:29]1(S(N)(=O)=O)[CH:34]=[CH:33]C=[CH:31][CH:30]=1.C(Cl)(=O)C1C=CC=CC=1>>[C:18]1([C:17]([NH:16][CH2:15][CH2:14][CH2:13][C@H:12]([NH:11][S:8]([C:5]2[CH:4]=[CH:3][CH:2]=[CH:7][CH:6]=2)(=[O:9])=[O:10])[CH3:20])=[O:19])[CH:33]=[CH:34][CH:29]=[CH:30][CH:31]=1. Reactants: ClC1=CC=C(C=C1)S(=O)(=O)N([C@@H](CCCNC(C)=O)C)C1=C(C=CC(=C1)Cl)Cl (4-chloro-N-[2,5-dichlorophenyl]-N-[(R)-1-methyl-4-(acetylamino)butyl]benzenesulfonamide), C1(=CC=CC=C1)S(=O)(=O)N (benzenesulfonamide), C(C1=CC=CC=C1)(=O)Cl (benzoyl chloride). The product is C1(=CC=CC=C1)C(=O)NCCC[C@@H](C)NS(=O)(=O)C1=CC=CC=C1 (N-(4-[[(phenyl)carbonyl]amino]-1(R)-methylbutyl]benzenesulfonamide). Reported procedure: 4-chloro-N-2,5-dichlorophenyl)-N-(4-[[(phenyl)carbonyl]amino]-1(R)-methylbutyl]benzenesulfonamide was prepared analogous to 4-chloro-N-[2,5-dichlorophenyl]-N-[(R)-1-methyl-4-(acetylamino)butyl]benzenesulfonamide by reacting 4-chloro-N-[2,5-dichlorophenyl]-N-[R]-1-methyl-4-aminobutyl]benzenesulfonamide with benzoyl chloride. Yield=84%; MS (ESI+), 525 (M+H)+. Reactants: C(C1=CC=CC=C1)O[C@@H]([C@@H](C(=O)O)NC(=O)OCC1C2=CC=CC=C2C=2C=CC=CC12)C ((2S,3R)-3-benzyloxy-2-(9H-fluoren-9-ylmethoxycarbonylamino)-butyric acid), C(C)(C)(C)OC(=O)N[C@@H](C(=O)O)C1=CC=C(C=C1)OC[C@@H]1OC(OC1)(C)C ((R)-tert-butoxycarbonylamino-[4-((S)-2,2-dimethyl-[1,3]dioxolan-4-ylmethoxy)-phenyl]-acetic acid), N[C@@H](C(=O)N[C@H](C(=O)NC1=C(C=C(C=C1)I)Cl)[C@@H](C)C1=CC=CC=C1)C1=CC=C(C=C1)OC[C@@H](CO)O ((2S,3S)-2-{(R)-2-amino-2-[4-((R)-2,3-dihydroxy-propoxy)-phenyl]-acetylamino}-N-(2-chloro-4-iodo-phenyl)-3-phenyl-butyramide), C(C)(C)(C)OC(=O)N[C@H](C(=O)O)[C@@H](C)C1=CC=CC=C1 ((2S,3S)-2-tert-butoxycarbonylamino-3-phenyl-butyric acid). The product is C(C)(C)(C)OC(=O)N[C@@H](C(=O)O)C1=CC=C(C=C1)OC[C@H]1OC(OC1)(C)C ((R)-tert-Butoxycarbonylamino-[4-((R)-2,2-dimethyl-[1,3]dioxolan-4-ylmethoxy)-phenyl]-acetic acid). As a reaction SMILES: C(O[C@H](C)[C@H](NC(OCC1C2C=CC=CC=2C2C1=CC=CC=2)=O)C(O)=O)C1C=CC=CC=1.N[C@H](C1C=CC(OC[C@H](O)CO)=CC=1)C(N[C@@H]([C@H](C1C=CC=CC=1)C)C(NC1C=CC(I)=CC=1Cl)=O)=O.C(OC(N[C@@H]([C@H](C1C=CC=CC=1)C)C(O)=O)=O)(C)(C)C.[C:90]([O:94][C:95]([NH:97][C@H:98]([C:102]1[CH:107]=[CH:106][C:105]([O:108][CH2:109][C@H:110]2[CH2:114][O:113][C:112]([CH3:116])([CH3:115])[O:111]2)=[CH:104][CH:103]=1)[C:99]([OH:101])=[O:100])=[O:96])([CH3:93])([CH3:92])[CH3:91]>>[C:90]([O:94][C:95]([NH:97][C@H:98]([C:102]1[CH:107]=[CH:106][C:105]([O:108][CH2:109][C@@H:110]2[CH2:114][O:113][C:112]([CH3:116])([CH3:115])[O:111]2)=[CH:104][CH:103]=1)[C:99]([OH:101])=[O:100])=[O:96])([CH3:93])([CH3:91])[CH3:92]. Procedure details: Prepared by the same method as described in example 3 except that (i) 2-chloro-4-iodoaniline was used in place of 4-bromo-2-chloroaniline in step 1, (ii) (S)-2-tert-butoxycarbonylamino-3-methyl-butyric acid was used in place (2S,3S)-2-tert-butoxycarbonylamino-3-phenyl-butyric acid in step 1, and (iii) (R)-tert-butoxycarbonylamino-[4-((R)-2,2-dimethyl-[1,3]dioxolan-4-ylmethoxy)-phenyl]-acetic acid was used in place of (R)-tert-butoxycarbonylamino-[4-(2-tert-butoxy-ethoxy)-phenyl]-acetic acid in s... Reactants: CN(C)NCc1cccnc1, CSC(=C[N+](=O)[O-])N(C)C, CCO, NCc1ccc(Cl)nc1. Yields the product CN(C)C(=C[N+](=O)[O-])NCc1ccc(Cl)nc1. Reaction SMILES: [CH3:11][N:12]([CH3:13])[NH:14][CH2:15][c:16]1[cH:17][n:18][cH:19][cH:20][cH:21]1.[CH3:1][N:2]([C:3](=[CH:4][N+:5](=[O:6])[O-:7])[S:8][CH3:9])[CH3:10].[CH3:31][CH2:32][OH:33].[Cl:22][c:23]1[cH:24][cH:25][c:26]([CH2:29][NH2:30])[cH:27][n:28]1>>[CH3:1][N:2]([C:3](=[CH:4][N+:5](=[O:6])[O-:7])[NH:30][CH2:29][c:26]1[cH:25][cH:24][c:23]([Cl:22])[n:28][cH:27]1)[CH3:10]. Starting materials: hydrochloride salt, CC1=CC=C(C=C1)S(=O)(=O)OCC1OC2=C(C1)C=CC=C2C2=C(C=CC=C2C)C ((±)-[7-(2,6-dimethylphenyl)-2,3-dihydro-1-benzofuran-2-yl]methyl 4-methylbenzenesulfonate), CN (methylamine). Product: CNCC1OC2=C(C1)C=CC=C2C2=C(C=CC=C2C)C (N-methyl-1-[7-(2,6-dimethylphenyl)-2,3-dihydro-1-benzofuran-2-yl]methanamine). Reaction SMILES: CC1C=CC(S(O[CH2:12][CH:13]2[CH2:17][C:16]3[CH:18]=[CH:19][CH:20]=[C:21]([C:22]4[C:27]([CH3:28])=[CH:26][CH:25]=[CH:24][C:23]=4[CH3:29])[C:15]=3[O:14]2)(=O)=O)=CC=1.[CH3:30][NH2:31]>>[CH3:30][NH:31][CH2:12][CH:13]1[CH2:17][C:16]2[CH:18]=[CH:19][CH:20]=[C:21]([C:22]3[C:27]([CH3:28])=[CH:26][CH:25]=[CH:24][C:23]=3[CH3:29])[C:15]=2[O:14]1. Procedure: The title compound was prepared (0.039 g, 63%) following the general procedure of Example 390 as a white solid, hydrochloride salt from (±)-[7-(2,6-dimethylphenyl)-2,3-dihydro-1-benzofuran-2-yl]methyl 4-methylbenzenesulfonate (0.084 g, 0.205 mmol) and methylamine (1.86 g, 60.0 mmol). mp >250° C. The reactants are Cc1coc2cnc(CO)cc12, CS(C)=O, O=C(Cl)C(=O)Cl, ClCCl. The product is Cc1coc2cnc(C=O)cc12. RXN SMILES: [CH3:11][c:12]1[cH:13][o:14][c:15]2[cH:16][n:17][c:18]([CH2:21][OH:22])[cH:19][c:20]12.[CH3:7][S:8]([CH3:9])=[O:10].[Cl:1][C:2]([C:3]([Cl:4])=[O:5])=[O:6].[Cl:23][CH2:24][Cl:25]>>[CH3:11][c:12]1[cH:13][o:14][c:15]2[cH:16][n:17][c:18]([CH:21]=[O:22])[cH:19][c:20]12. Reactants: O=C(NC1CCc2cc(Br)ccc2C1)c1ccc(OCC2CCCO2)cc1, O=C([O-])[O-], CCO, Cc1ccccc1, CCOC(C)=O, [Cs+], [Cs+], c1ccc(P(c2ccccc2)(c2ccccc2)[Pd](P(c2ccccc2)(c2ccccc2)c2ccccc2)(P(c2ccccc2)(c2ccccc2)c2ccccc2)P(c2ccccc2)(c2ccccc2)c2ccccc2)cc1, OB(O)c1cccnc1. As a reaction SMILES: [Br:1][c:2]1[cH:3][c:4]2[c:9]([cH:10][cH:11]1)[CH2:8][CH:7]([NH:12][C:13]([c:14]1[cH:15][cH:16][c:17]([O:20][CH2:21][CH:22]3[O:23][CH2:24][CH2:25][CH2:26]3)[cH:18][cH:19]1)=[O:27])[CH2:6][CH2:5]2.[C:44](=[O:45])([O-:46])[O-:47].[CH3:133][CH2:134][OH:135].[CH3:28][c:29]1[cH:30][cH:31][cH:32][cH:33][cH:34]1.[CH3:50][CH2:51][O:52][C:53](=[O:54])[CH3:55].[Cs+:48].[Cs+:49].[cH:56]1[cH:57][cH:58][c:59]([P:60]([Pd:61]([P:62]([c:63]2[cH:64][cH:65][cH:66][cH:67][cH:68]2)([c:69]2[cH:70][cH:71][cH:72][cH:73][cH:74]2)[c:75]2[cH:76][cH:77][cH:78][cH:79][cH:80]2)([P:81]([c:82]2[cH:83][cH:84][cH:85][cH:86][cH:87]2)([c:88]2[cH:89][cH:90][cH:91][cH:92][cH:93]2)[c:94]2[cH:95][cH:96][cH:97][cH:98][cH:99]2)[P:100]([c:101]2[cH:102][cH:103][cH:104][cH:105][cH:106]2)([c:107]2[cH:108][cH:109][cH:110][cH:111][cH:112]2)[c:113]2[cH:114][cH:115][cH:116][cH:117][cH:118]2)([c:119]2[cH:120][cH:121][cH:122][cH:123][cH:124]2)[c:125]2[cH:126][cH:127][cH:128][cH:129][cH:130]2)[cH:131][cH:132]1.[n:35]1[cH:36][c:37]([B:41]([OH:42])[OH:43])[cH:38][cH:39][cH:40]1>>[c:2]1(-[c:37]2[cH:36][n:35][cH:40][cH:39][cH:38]2)[cH:3][c:4]2[c:9]([cH:10][cH:11]1)[CH2:8][CH:7]([NH:12][C:13]([c:14]1[cH:15][cH:16][c:17]([O:20][CH2:21][CH:22]3[O:23][CH2:24][CH2:25][CH2:26]3)[cH:18][cH:19]1)=[O:27])[CH2:6][CH2:5]2. Yields the product O=C(NC1CCc2cc(-c3cccnc3)ccc2C1)c1ccc(OCC2CCCO2)cc1. Run at time 8 hour. Procedure: To a solution of 1-{1-[4-(2-imidazolyl)benzoyl]-4-piperidinyl}-3,4-dihydrocarbostyril (1.0 g) and potassium carbonate (0.35 g) in dimethylformamide (10 ml) is added methyl iodide (0.16 ml) under ice-cooling, and the mixture is stirred at room temperature overnight. Further, to the mixture are added methyl iodide (0.16 ml) and potassium carbonate (0.3 g), and the mixture is stirred at room temperature for 8 hours. The mixture is poured into icewater, extracted with ethyl acetate, washed with wate... The solvent is CN(C=O)C (dimethylformamide). RXN SMILES: [NH:1]1[CH:5]=[CH:4][N:3]=[C:2]1[C:6]1[CH:30]=[CH:29][C:9]([C:10]([N:12]2[CH2:17][CH2:16][CH:15]([N:18]3[C:28]4[C:23](=[CH:24][CH:25]=[CH:26][CH:27]=4)[CH2:22][CH2:21][C:19]3=[O:20])[CH2:14][CH2:13]2)=[O:11])=[CH:8][CH:7]=1.[C:31](=O)([O-])[O-].[K+].[K+].CI>CN(C)C=O>[CH3:31][N:1]1[CH:5]=[CH:4][N:3]=[C:2]1[C:6]1[CH:30]=[CH:29][C:9]([C:10]([N:12]2[CH2:13][CH2:14][CH:15]([N:18]3[C:28]4[C:23](=[CH:24][CH:25]=[CH:26][CH:27]=4)[CH2:22][CH2:21][C:19]3=[O:20])[CH2:16][CH2:17]2)=[O:11])=[CH:8][CH:7]=1 |f:1.2.3|. Yield: 14.5%. Reactants: CI (methyl iodide), C([O-])([O-])=O.[K+].[K+] (potassium carbonate), N1C(=NC=C1)C1=CC=C(C(=O)N2CCC(CC2)N2C(=O)CCC3=CC=CC=C23)C=C1 (1-{1-[4-(2-imidazolyl)benzoyl]-4-piperidinyl}-3,4-dihydrocarbostyril), C([O-])([O-])=O.[K+].[K+] (potassium carbonate), CI (methyl iodide). Yields the product CN1C(=NC=C1)C1=CC=C(C(=O)N2CCC(CC2)N2C(=O)CCC3=CC=CC=C23)C=C1 (1-{1-[4-(1-methyl-2-imidazolyl)benzoyl]-4-piperidinyl}-3,4-dihydrocarbostyril).